Dataset: the Open Reaction Database (ORD), a public repository of structured organic reaction records. Task: describe an organic reaction: reactants, conditions, products, and yield Starting materials: CN(CCCCl)Cc1ccccc1, CN(C)C=O, CCOC(=O)c1c(C)cc2[nH]c(=O)n(-c3ccccc3Cl)c(=O)c2c1C, Cl, [H-], [Na+]. Product: CCOC(=O)c1c(C)cc2c(c1C)c(=O)n(-c1ccccc1Cl)c(=O)n2CCCN(C)Cc1ccccc1. As a reaction SMILES: [CH2:30]([c:31]1[cH:32][cH:33][cH:34][cH:35][cH:36]1)[N:37]([CH3:38])[CH2:39][CH2:40][CH2:41][Cl:42].[CH3:43][N:44]([CH3:45])[CH:46]=[O:47].[Cl:3][c:4]1[c:5](-[n:10]2[c:11](=[O:28])[nH:12][c:13]3[cH:14][c:15]([CH3:27])[c:16]([C:22](=[O:23])[O:24][CH2:25][CH3:26])[c:17]([CH3:21])[c:18]3[c:19]2=[O:20])[cH:6][cH:7][cH:8][cH:9]1.[ClH:29].[H-:1].[Na+:2]>>[Cl:3][c:4]1[c:5](-[n:10]2[c:11](=[O:28])[n:12]([CH2:41][CH2:40][CH2:39][N:37]([CH2:30][c:31]3[cH:32][cH:33][cH:34][cH:35][cH:36]3)[CH3:38])[c:13]3[cH:14][c:15]([CH3:27])[c:16]([C:22](=[O:23])[O:24][CH2:25][CH3:26])[c:17]([CH3:21])[c:18]3[c:19]2=[O:20])[cH:6][cH:7][cH:8][cH:9]1.